Dataset: the Open Reaction Database (ORD), a public repository of structured organic reaction records. Task: describe an organic reaction: reactants, conditions, products, and yield Product: Cl.Cl.CC(C#CC(F)(F)F)(C)C=1C=CC(=C(CN[C@@H]2[C@@H](NCCC2)C2=CC=CC=C2)C1)OC ((2S,3S)-3-[5-(1,1-Dimethyl-4,4,4-trifluoro-2-butynyl)-2-methoxybenzyl]amino-2-phenylpiperidine dihydrochloride). Reaction SMILES: C(OC([N:8]1[CH2:13][CH2:12][CH2:11][C@H:10]([NH:14][CH2:15][C:16]2[CH:21]=[C:20]([C:22]([CH3:30])([CH3:29])[C:23]#[C:24][C:25]([F:28])([F:27])[F:26])[CH:19]=[CH:18][C:17]=2[O:31][CH3:32])[C@@H:9]1[C:33]1[CH:38]=[CH:37][CH:36]=[CH:35][CH:34]=1)=O)(C)(C)C.[ClH:39].CO>CCOC(C)=O>[ClH:39].[ClH:39].[CH3:30][C:22]([C:20]1[CH:19]=[CH:18][C:17]([O:31][CH3:32])=[C:16]([CH:21]=1)[CH2:15][NH:14][C@H:10]1[CH2:11][CH2:12][CH2:13][NH:8][C@H:9]1[C:33]1[CH:38]=[CH:37][CH:36]=[CH:35][CH:34]=1)([CH3:29])[C:23]#[C:24][C:25]([F:28])([F:26])[F:27] |f:1.2,4.5.6|. Reactants: C(C)(C)(C)OC(=O)N1[C@H]([C@H](CCC1)NCC1=C(C=CC(=C1)C(C#CC(F)(F)F)(C)C)OC)C1=CC=CC=C1 ((2S,3S)-1-tert-Butoxycarbonyl-3-[5-(1,1-dimethyl-4,4,4-trifluoro-2-butynyl)-2-methoxybenzyl]amino-2-phenylpiperidine), Cl.CO (HCl MeOH). Procedure details: To a solution of Compound 59 (34 mg, 0.064 mmol) in AcOEt (8 ml) was added an excess amount of HCl-MeOH. The mixture was stirred for 18 h and then evaporated in vacuo, the residual solid was recrystallized from MeOH-Et2O to give Compound 60 (24 mg, 75%) as a white solid. Yield: 75.0%. Reaction conditions: time 18 hour. The solvent is CCOC(=O)C (AcOEt). The reactants are COC(=O)CC(C)=O, ClCc1ccccc1, [H-], [Na+]. Yields the product COC(=O)C(Cc1ccccc1)C(C)=O. Reaction SMILES: [C:1]([CH2:2][C:3](=[O:4])[CH3:5])(=[O:6])[O:7][CH3:8].[Cl:9][CH2:10][c:11]1[cH:12][cH:13][cH:14][cH:15][cH:16]1.[H-:17].[Na+:18]>>[C:1]([CH:2]([C:3](=[O:4])[CH3:5])[CH2:10][c:11]1[cH:12][cH:13][cH:14][cH:15][cH:16]1)(=[O:6])[O:7][CH3:8]. Reactants: α-nucleoside, [Na] (sodium), ClC1=NC(=C2NC=NC2=N1)N1C=NC(=C1C1=CC=CC=C1)C1=CC=CC=C1 (2-chloro-6-(4,5-diphenylimidazol-1-yl)purine), C1(=CC=C(C=C1)C(=O)O[C@H]1C[C@H](O[C@@H]1COC(=O)C1=CC=C(C=C1)C)Cl)C (2-deoxy-3,5-di-O-(p-toluoyl)-α-D-erythro-pentofuranosyl chloride). Run in CC#N (CH3CN), C(Cl)Cl (CH2Cl2). The product is ClC1=NC(=C2N=CN(C2=N1)[C@H]1C[C@H](OC(=O)C2=CC=C(C=C2)C)[C@H](O1)COC(=O)C1=CC=C(C=C1)C)N1C=NC(=C1C1=CC=CC=C1)C1=CC=CC=C1 (2-chloro-9-[2-deoxy-3,5-di-O-(p-toluoyl)-β-D-erythro-pentofuranosyl]-6-(4,5-diphenylimidazol-1-yl)purine). Reaction SMILES: [Na].[Cl:2][C:3]1[N:11]=[C:10]2[C:6]([NH:7][CH:8]=[N:9]2)=[C:5]([N:12]2[C:16]([C:17]3[CH:22]=[CH:21][CH:20]=[CH:19][CH:18]=3)=[C:15]([C:23]3[CH:28]=[CH:27][CH:26]=[CH:25][CH:24]=3)[N:14]=[CH:13]2)[N:4]=1.[C:29]1([CH3:55])[CH:34]=[CH:33][C:32]([C:35]([O:37][C@@H:38]2[C@@H:42]([CH2:43][O:44][C:45]([C:47]3[CH:52]=[CH:51][C:50]([CH3:53])=[CH:49][CH:48]=3)=[O:46])[O:41][C@H:40](Cl)[CH2:39]2)=[O:36])=[CH:31][CH:30]=1>CC#N.C(Cl)Cl>[Cl:2][C:3]1[N:11]=[C:10]2[C:6]([N:7]=[CH:8][N:9]2[C@@H:40]2[O:41][C@H:42]([CH2:43][O:44][C:45]([C:47]3[CH:48]=[CH:49][C:50]([CH3:53])=[CH:51][CH:52]=3)=[O:46])[C@@H:38]([O:37][C:35]([C:32]3[CH:31]=[CH:30][C:29]([CH3:55])=[CH:34][CH:33]=3)=[O:36])[CH2:39]2)=[C:5]([N:12]2[C:16]([C:17]3[CH:22]=[CH:21][CH:20]=[CH:19][CH:18]=3)=[C:15]([C:23]3[CH:24]=[CH:25][CH:26]=[CH:27][CH:28]=3)[N:14]=[CH:13]2)[N:4]=1 |^1:0|. Reported procedure: The sodium salt of 2-chloro-6-(4,5-diphenylimidazol-1-yl)purine (94 mg, 0.25 mmol) in dried CH3CN (10 mL) was treated with 2-deoxy-3,5-di-O-(p-toluoyl)-α-D-erythro-pentofuranosyl chloride (0.334 g, 0.86 mmol) in CH2Cl2 (10 mL) by general method 2. Sampling of the reaction mixture showed no α-nucleoside by 1H NMR (500 MHz). Volatiles were evaporated in vacuo, and the residue was chromatographed (25 g silica gel, EtOAc/hexanes, 3:7→1:1) to give the β-anomer (quantitative). Recrystallization (EtOAc... Reactants: C1CCOC1, COC(=O)c1ccc(OC2CCN(C(=O)OC(C)(C)C)CC2)cc1OC, [Li+], [OH-]. Product: COc1cc(OC2CCN(C(=O)OC(C)(C)C)CC2)ccc1C(=O)O. Reaction SMILES: [CH2:29]1[O:30][CH2:31][CH2:32][CH2:33]1.[CH3:1][O:2][c:3]1[c:4]([C:5](=[O:6])[O:7][CH3:8])[cH:9][cH:10][c:11]([O:13][CH:14]2[CH2:15][CH2:16][N:17]([C:20](=[O:21])[O:22][C:23]([CH3:24])([CH3:25])[CH3:26])[CH2:18][CH2:19]2)[cH:12]1.[Li+:27].[OH-:28]>>[CH3:1][O:2][c:3]1[c:4]([C:5](=[O:6])[OH:7])[cH:9][cH:10][c:11]([O:13][CH:14]2[CH2:15][CH2:16][N:17]([C:20](=[O:21])[O:22][C:23]([CH3:24])([CH3:25])[CH3:26])[CH2:18][CH2:19]2)[cH:12]1. Starting materials: N(O)=C1C(=NC(S1)(C)C)C (5-oxo-2,2,4-trimethyl-3-thiazoline oxime), CN=C=O (methyl isocyanate). The reagents and catalysts are C(C)N(CC)CC (triethylamine). Run in C(Cl)(Cl)Cl (chloroform). Reaction conditions: time 16 hour. Product: CNC(=O)ON=C1C(=NC(S1)(C)C)C (5-oxo-2,2,4-trimethyl-3-thiazoline O-(methylcarbamoyl)oxime). As a reaction SMILES: [N:1](=[C:3]1[S:7][C:6]([CH3:9])([CH3:8])[N:5]=[C:4]1[CH3:10])[OH:2].[CH3:11][N:12]=[C:13]=[O:14]>C(Cl)(Cl)Cl.C(N(CC)CC)C>[CH3:11][NH:12][C:13]([O:2][N:1]=[C:3]1[S:7][C:6]([CH3:9])([CH3:8])[N:5]=[C:4]1[CH3:10])=[O:14]. Procedure: 20.0 g (0.126 mol) of 5-oxo-2,2,4-trimethyl-3-thiazoline oxime are dissolved in 100 ml of chloroform. To the solution are added 15 ml (0.252 mol) of freshly distilled methyl isocyanate as well as 3 drops of triethylamine. The mixture, which warms slightly after a short time, is left to stand at room temperature for 16 hours. Subsequently, the slightly turbid solution is filtered, and the solvent and excess methyl isocyanate are distilled off in vacuo. The oily residue is purified chromatographic... Reactants: BrC1=CN=C2N1N=C(C=C2)NCCC2=C(C=CC=C2)OCC ((3-bromo-imidazo[1,2-b]pyridazin-6-yl)-[2-(2-ethoxy-phenyl)-ethyl]-amine), C1(=CCCC1)B1OC(C(O1)(C)C)(C)C (2-cyclopent-1-enyl-4,4,5,5-tetramethyl-[1,3,2]dioxaborolane), C(=O)([O-])[O-].[K+].[K+] (K2CO3). Reagents/catalysts: Cl[Pd]([P](C1=CC=CC=C1)(C2=CC=CC=C2)C3=CC=CC=C3)([P](C4=CC=CC=C4)(C5=CC=CC=C5)C6=CC=CC=C6)Cl (dichlorobis(triphenylphosphine)palladium(II)). Run in CC#N.O (MeCN water). Run at temperature 150 celsius. The product is C1(=CCCC1)C1=CN=C2N1N=C(C=C2)NCCC2=C(C=CC=C2)OCC ((3-Cyclopent-1-enyl-imidazo[1,2-b]pyridazin-6-yl)-[2-(2-ethoxy-phenyl)-ethyl]-amine). Yield: 68.9%. As a reaction SMILES: Br[C:2]1[N:6]2[N:7]=[C:8]([NH:11][CH2:12][CH2:13][C:14]3[CH:19]=[CH:18][CH:17]=[CH:16][C:15]=3[O:20][CH2:21][CH3:22])[CH:9]=[CH:10][C:5]2=[N:4][CH:3]=1.[C:23]1(B2OC(C)(C)C(C)(C)O2)[CH2:27][CH2:26][CH2:25][CH:24]=1.C([O-])([O-])=O.[K+].[K+]>CC#N.O.Cl[Pd](Cl)([P](C1C=CC=CC=1)(C1C=CC=CC=1)C1C=CC=CC=1)[P](C1C=CC=CC=1)(C1C=CC=CC=1)C1C=CC=CC=1>[C:23]1([C:2]2[N:6]3[N:7]=[C:8]([NH:11][CH2:12][CH2:13][C:14]4[CH:19]=[CH:18][CH:17]=[CH:16][C:15]=4[O:20][CH2:21][CH3:22])[CH:9]=[CH:10][C:5]3=[N:4][CH:3]=2)[CH2:27][CH2:26][CH2:25][CH:24]=1 |f:2.3.4,5.6,^1:49,68|. Procedure: A mixture of (3-bromo-imidazo[1,2-b]pyridazin-6-yl)-[2-(2-ethoxy-phenyl)-ethyl]-amine (90 mg, 0.25 mmol), 2-cyclopent-1-enyl-4,4,5,5-tetramethyl-[1,3,2]dioxaborolane (97 mg, 0.5 mmol), K2CO3 (104 mg, 0.75 mmol) and dichlorobis(triphenylphosphine)palladium(II) (8.8 mg, 0.013 mmol) in MeCN/water (2.8 ml/0.7 ml) was heated in a microwave at 150° C. for 15 min. The water layer was removed and the organic layer was concentrated. The residue was subjected to ISCO. The product was further purified by p... The reactants are [O-]O.C1(=CC=CC=C1)C(C)C (cumene hydroperoxide), C(=O)(OCC)[C@@H](O)[C@H](O)C(=O)OCC ((-)-diethyl D-tartrate), C(C)(C)N(CC)C(C)C (diisopropylethylamine), COC1=CC2=C(NC(=N2)SCC2=NC=C(C(=C2C)OC)C)C=C1 (5-methoxy-2-[[(4-methoxy-3,5-dimethyl-2-pyridinyl)-methyl]thio]-1H-benzimidazole), O (water), sulphoxide. The reagents and catalysts are CC([O-])C.[Ti+4].CC([O-])C.CC([O-])C.CC([O-])C (titanium(IV) isopropoxide). Solvent: C(C)(C)CC(C)(C)C (isooctane), C(C)(=O)OCC (ethyl acetate). Run at temperature 30 celsius, time 1 hour. Product: COC1=CC2=C(NC(=N2)S(=O)CC2=NC=C(C(=C2C)OC)C)C=C1 (5-methoxy-2-[[(4-methoxy-3,5-dimethyl-2-pyridinyl)methyl]sulphinyl]-1H-benzimidazole). As a reaction SMILES: [CH3:1][O:2][C:3]1[CH:23]=[CH:22][C:6]2[NH:7][C:8]([S:10][CH2:11][C:12]3[C:17]([CH3:18])=[C:16]([O:19][CH3:20])[C:15]([CH3:21])=[CH:14][N:13]=3)=[N:9][C:5]=2[CH:4]=1.O.C([C@H]([C@@H](C(OCC)=O)O)O)(OCC)=[O:26].C(N(C(C)C)CC)(C)C.[O-]O.C1(C(C)C)C=CC=CC=1>C(OCC)(=O)C.CC(C)[O-].[Ti+4].CC(C)[O-].CC(C)[O-].CC(C)[O-].C(CC(C)(C)C)(C)C>[CH3:1][O:2][C:3]1[CH:23]=[CH:22][C:6]2[NH:7][C:8]([S:10]([CH2:11][C:12]3[C:17]([CH3:18])=[C:16]([O:19][CH3:20])[C:15]([CH3:21])=[CH:14][N:13]=3)=[O:26])=[N:9][C:5]=2[CH:4]=1 |f:4.5,7.8.9.10.11|. Procedure details: 1.6 kg (5.0 mol) of 5-methoxy-2-[[(4-methoxy-3,5-dimethyl-2-pyridinyl)-methyl]thio]-1H-benzimidazole was dissolved in 5.01 of ethyl acetate. To the solution was added 31 ml (1.7 mol) of water. To the mixture was added 856 ml (5.0 mol) of (-)-diethyl D-tartrate, 744 ml (2.5 mol) of titanium(IV) isopropoxide and 435 ml (2.5 mol) of diisopropylethylamine at room temperature. The addition of 830 ml (4.5 mol) cumene hydroperoxide was then performed at 30° C. After stirring for one hour at 30° C. the ... Reactants: BrCc1ccccc1, O=C(N1CCc2cc(O)ccc2C1c1ccc(OCCN2CCCC2)cc1)C(F)(F)F, [H-], [Na+], CN(C)C=O, O. The product is O=C(N1CCc2cc(OCc3ccccc3)ccc2C1c1ccc(OCCN2CCCC2)cc1)C(F)(F)F. As a reaction SMILES: [Br:34][CH2:35][c:36]1[cH:37][cH:38][cH:39][cH:40][cH:41]1.[F:1][C:2]([C:3](=[O:4])[N:5]1[CH:6]([c:16]2[cH:17][cH:18][c:19]([O:22][CH2:23][CH2:24][N:25]3[CH2:26][CH2:27][CH2:28][CH2:29]3)[cH:20][cH:21]2)[c:7]2[cH:8][cH:9][c:10]([OH:15])[cH:11][c:12]2[CH2:13][CH2:14]1)([F:30])[F:31].[H-:33].[Na+:32].[O:42]=[CH:43][N:44]([CH3:45])[CH3:46].[OH2:47]>>[F:1][C:2]([C:3](=[O:4])[N:5]1[CH:6]([c:16]2[cH:17][cH:18][c:19]([O:22][CH2:23][CH2:24][N:25]3[CH2:26][CH2:27][CH2:28][CH2:29]3)[cH:20][cH:21]2)[c:7]2[cH:8][cH:9][c:10]([O:15][CH2:35][c:36]3[cH:37][cH:38][cH:39][cH:40][cH:41]3)[cH:11][c:12]2[CH2:13][CH2:14]1)([F:30])[F:31].